From a dataset of the Open Reaction Database (ORD), a public repository of structured organic reaction records. describe an organic reaction: reactants, conditions, products, and yield Reactants: c1ccc(OCC2CO2)cc1, CCOC(C)=O, Cc1c(NCCN)c(=O)n(C)c(=O)n1C. The product is Cc1c(NCCNCC(O)COc2ccccc2)c(=O)n(C)c(=O)n1C. Reaction SMILES: [CH2:1]([CH:2]1[CH2:3][O:4]1)[O:5][c:6]1[cH:7][cH:8][cH:9][cH:10][cH:11]1.[CH3:27][CH2:28][O:29][C:30](=[O:31])[CH3:32].[NH2:12][CH2:13][CH2:14][NH:15][c:16]1[c:17](=[O:26])[n:18]([CH3:25])[c:19](=[O:24])[n:20]([CH3:23])[c:21]1[CH3:22]>>[CH2:1]([CH:2]([CH2:3][NH:12][CH2:13][CH2:14][NH:15][c:16]1[c:17](=[O:26])[n:18]([CH3:25])[c:19](=[O:24])[n:20]([CH3:23])[c:21]1[CH3:22])[OH:4])[O:5][c:6]1[cH:7][cH:8][cH:9][cH:10][cH:11]1. Reactants: [C+4], N#CC=C1CCc2ccc(N(Cc3ccccc3)Cc3ccccc3)nc21, CO, [OH-], [OH-], [OH-], [OH-], [OH-], [OH-], [Pd+2]. The product is N#CCC1CCc2ccc(N(Cc3ccccc3)Cc3ccccc3)nc21. As a reaction SMILES: [C+4:30].[CH2:1]([c:2]1[cH:3][cH:4][cH:5][cH:6][cH:7]1)[N:8]([c:9]1[cH:10][cH:11][c:12]2[c:13]([n:14]1)[C:15](=[CH:18][C:19]#[N:20])[CH2:16][CH2:17]2)[CH2:21][c:22]1[cH:23][cH:24][cH:25][cH:26][cH:27]1.[CH3:28][OH:29].[OH-:31].[OH-:33].[OH-:34].[OH-:35].[OH-:36].[OH-:37].[Pd+2:32]>>[CH2:1]([c:2]1[cH:3][cH:4][cH:5][cH:6][cH:7]1)[N:8]([c:9]1[cH:10][cH:11][c:12]2[c:13]([n:14]1)[CH:15]([CH2:18][C:19]#[N:20])[CH2:16][CH2:17]2)[CH2:21][c:22]1[cH:23][cH:24][cH:25][cH:26][cH:27]1. Starting materials: C1COCCO1, CN(CC(C)(O)Cn1cc([N+](=O)[O-])nc1Cl)C(=O)OCc1ccc(F)cc1, [H-], [Na+]. The product is CN(CC1(C)Cn2cc([N+](=O)[O-])nc2O1)C(=O)OCc1ccc(F)cc1. Reaction SMILES: [CH2:30]1[O:31][CH2:32][CH2:33][O:34][CH2:35]1.[Cl:1][c:2]1[n:3]([CH2:10][C:11]([CH2:12][N:13]([C:14]([O:15][CH2:16][c:17]2[cH:18][cH:19][c:20]([F:23])[cH:21][cH:22]2)=[O:24])[CH3:25])([CH3:26])[OH:27])[cH:4][c:5]([N+:7](=[O:8])[O-:9])[n:6]1.[H-:28].[Na+:29]>>[c:2]12[n:3]([cH:4][c:5]([N+:7](=[O:8])[O-:9])[n:6]1)[CH2:10][C:11]([CH2:12][N:13]([C:14]([O:15][CH2:16][c:17]1[cH:18][cH:19][c:20]([F:23])[cH:21][cH:22]1)=[O:24])[CH3:25])([CH3:26])[O:27]2. The reactants are Cl[SiH2]Cl (Dichlorosilane), C=CCCCCCCCCCCCCCCCC (1-octadecene), RhCl(PPh)3. Run at time 30 hour. The product is C(CCCCCCCCCCCCCCCCC)[SiH](Cl)Cl (n-octadecyldichlorosilane). Reaction SMILES: [Cl:1][SiH2:2][Cl:3].[CH2:4]=[CH:5][CH2:6][CH2:7][CH2:8][CH2:9][CH2:10][CH2:11][CH2:12][CH2:13][CH2:14][CH2:15][CH2:16][CH2:17][CH2:18][CH2:19][CH2:20][CH3:21]>>[CH2:21]([SiH:2]([Cl:3])[Cl:1])[CH2:20][CH2:19][CH2:18][CH2:17][CH2:16][CH2:15][CH2:14][CH2:13][CH2:12][CH2:11][CH2:10][CH2:9][CH2:8][CH2:7][CH2:6][CH2:5][CH3:4]. Procedure details: Dichlorosilane in an amount of 60.6 g (0.6 mol), 176.4 g of 1-octadecene (0.7 mol) and 0.07 mol % of RhCl(PPh)3 (relative to dichlorosilane) were charged in a 500 ml pressure-proof stainless steel reactor. After sealing, reaction was carried out at 130° C. for 30 hours. The reacted liquid was distilled in vacuo to give n-octadecyldichlorosilane (n--C18H37SiHCl2). Reactants: COC(=O)CCN1N=C(C=C1O)C=1C(=NN2C1C=CC=C2)C2=CC=CC=C2 (3-[1-(2-methoxycarbonylethyl)-5-hydroxypyrazol-3-yl]-2-phenylpyrazolo[1,5-a]pyridine), [OH-].[Na+] (sodium hydroxide). Run in C(C)O (ethanol). Product: C(=O)(O)CCN1N=C(C=C1O)C=1C(=NN2C1C=CC=C2)C2=CC=CC=C2 (3-[1-(2-carboxyethyl)-5-hydroxypyrazol-3-yl]-2-phenylpyrazolo[1,5-a]pyridine). Isolated yield 29.3%. Reaction SMILES: C[O:2][C:3]([CH2:5][CH2:6][N:7]1[C:11]([OH:12])=[CH:10][C:9]([C:13]2[C:14]([C:22]3[CH:27]=[CH:26][CH:25]=[CH:24][CH:23]=3)=[N:15][N:16]3[CH:21]=[CH:20][CH:19]=[CH:18][C:17]=23)=[N:8]1)=[O:4].[OH-].[Na+]>C(O)C>[C:3]([CH2:5][CH2:6][N:7]1[C:11]([OH:12])=[CH:10][C:9]([C:13]2[C:14]([C:22]3[CH:27]=[CH:26][CH:25]=[CH:24][CH:23]=3)=[N:15][N:16]3[CH:21]=[CH:20][CH:19]=[CH:18][C:17]=23)=[N:8]1)([OH:4])=[O:2] |f:1.2|. Reported procedure: A mixture of 3-[1-(2-methoxycarbonylethyl)-5-hydroxypyrazol-3-yl]-2-phenylpyrazolo[1,5-a]pyridine (0.50 g), 1N sodium hydroxide aqueous solution (3 ml) and ethanol (5 ml) was heated under reflux for 2.5 hours. Ethanol was evaporated in vacuo. The residue was acidified with 5% hydrochloric acid and extracted with chloroform (25 ml×2). Combined extract was washed with a saturated aqueous solution of sodium chloride (25 ml), dried over magnesium sulfate and evaporated in vacuo. The residue was puri...